Dataset: the Open Reaction Database (ORD), a public repository of structured organic reaction records. Task: describe an organic reaction: reactants, conditions, products, and yield Reactants: C(C)OC(C(C(=O)O)CCCC1CCCCCCCCCC1)=O ((3-cycloundecylpropyl)-malonic acid ethyl ester), C=O (paraformaldehyde), N1CCCCC1 (piperidine). Run in N1=CC=CC=C1 (pyridine). The product is C(C)OC(C(CCCC1CCCCCCCCCC1)=C)=O (5-Cycloundecyl-2-methylenevaleric acid ethyl ester). As a reaction SMILES: [CH2:1]([O:3][C:4](=[O:23])[CH:5]([CH2:9][CH2:10][CH2:11][CH:12]1[CH2:22][CH2:21][CH2:20][CH2:19][CH2:18][CH2:17][CH2:16][CH2:15][CH2:14][CH2:13]1)[C:6](O)=O)[CH3:2].C=O.N1CCCCC1>N1C=CC=CC=1>[CH2:1]([O:3][C:4](=[O:23])[C:5](=[CH2:6])[CH2:9][CH2:10][CH2:11][CH:12]1[CH2:22][CH2:21][CH2:20][CH2:19][CH2:18][CH2:17][CH2:16][CH2:15][CH2:14][CH2:13]1)[CH3:2]. Procedure details: 4.4 g of 5-cycloundecyl-2-methylenevaleric acid ethyl ester, in the form of a yellowish oil, which is purified by chromatography on silica gel (migrating agent: 95:5 petroleum ether/ethyl acetate), are obtained by the procedure described in Example (1b) from 7.6 g of (3-cycloundecylpropyl)-malonic acid ethyl ester, 0.84 g of paraformaldehyde, 7 ml of pyridine and 0.3 ml of piperidine.